From a dataset of the Open Reaction Database (ORD), a public repository of structured organic reaction records. describe an organic reaction: reactants, conditions, products, and yield Reactants: CC=1C2=CC3=C(C4=C(O3)C=CC=C4)C=C2C=CC1 (7-methyl-benzo[b]naphtho[2,3-d]furan), BrN1C(CCC1=O)=O (N-bromosuccinimide). The reagents and catalysts are C(C1=CC=CC=C1)(=O)OOC(C1=CC=CC=C1)=O (benzoyl peroxide). Run in C(Cl)(Cl)(Cl)Cl (CCl4). Product: BrCC=1C2=CC3=C(C4=C(O3)C=CC=C4)C=C2C=CC1 (7-Bromomethyl-benzo[b]naphtho[2,3-d]furan). Isolated yield 101.0%. As a reaction SMILES: [CH3:1][C:2]1[C:3]2[C:15]([CH:16]=[CH:17][CH:18]=1)=[CH:14][C:6]1[C:7]3[CH:13]=[CH:12][CH:11]=[CH:10][C:8]=3[O:9][C:5]=1[CH:4]=2.[Br:19]N1C(=O)CCC1=O>C(OOC(=O)C1C=CC=CC=1)(=O)C1C=CC=CC=1.C(Cl)(Cl)(Cl)Cl>[Br:19][CH2:1][C:2]1[C:3]2[C:15]([CH:16]=[CH:17][CH:18]=1)=[CH:14][C:6]1[C:7]3[CH:13]=[CH:12][CH:11]=[CH:10][C:8]=3[O:9][C:5]=1[CH:4]=2. Reported procedure: To a RB flask was added 7-methyl-benzo[b]naphtho[2,3-d]furan (Cambridge Chemicals, Inc., 16.0 g, 0.07 mol), N-bromosuccinimide (Aldrich 12.8 g, 0.072 mol, recrystallized from H2 0 and dried under high vacuum overnight), a catalytic amount of benzoyl peroxide (0.01 g) and CCl4 (1 L). The mixture was refluxed for 2.5 h, cooled and filtered to remove the succinimide formed in the reaction. The solvent was then removed from the reaction mixture by rotary evaporation. The crude product was purified b...